describe an organic reaction: reactants, conditions, products, and yield From a dataset of the Open Reaction Database (ORD), a public repository of structured organic reaction records. The reactants are CI, [Cl-], COC(=O)c1c(C)[nH]c2cccc(Cl)c12, [H-], [NH4+], [Na+], CN(C)C=O. Yields the product COC(=O)c1c(C)n(C)c2cccc(Cl)c12. As a reaction SMILES: [CH3:18][I:19].[Cl-:25].[Cl:1][c:2]1[c:3]2[c:4]([C:12](=[O:13])[O:14][CH3:15])[c:5]([CH3:11])[nH:6][c:7]2[cH:8][cH:9][cH:10]1.[H-:17].[NH4+:26].[Na+:16].[O:20]=[CH:21][N:22]([CH3:23])[CH3:24]>>[Cl:1][c:2]1[c:3]2[c:4]([C:12](=[O:13])[O:14][CH3:15])[c:5]([CH3:11])[n:6]([CH3:18])[c:7]2[cH:8][cH:9][cH:10]1. The reactants are [Cl-].[Na+] (sodium chloride), BrCCBr (1,2-Dibromoethane), CC=1C=C(C=O)C=C(C1O)C (3,5-dimethyl-4-hydroxybenzaldehyde), C([O-])([O-])=O.[K+].[K+] (potassium carbonate). Solvent: CN(C)C=O (DMF), O (water). Conditions: time 16 hour. The product is BrCCOC1=C(C=C(C=O)C=C1C)C (4-(2-bromoethoxy)-3,5-dimethylbenzaldehyde). Isolated yield 106.3%. RXN SMILES: [Br:1][CH2:2][CH2:3]Br.[CH3:5][C:6]1[CH:7]=[C:8]([CH:11]=[C:12]([CH3:15])[C:13]=1[OH:14])[CH:9]=[O:10].C(=O)([O-])[O-].[K+].[K+].[Cl-].[Na+]>CN(C=O)C.O>[Br:1][CH2:2][CH2:3][O:14][C:13]1[C:6]([CH3:5])=[CH:7][C:8]([CH:9]=[O:10])=[CH:11][C:12]=1[CH3:15] |f:2.3.4,5.6|. Reported procedure: 1,2-Dibromoethane (26 mL, 0.3 moles) was added to a mixture of 3,5-dimethyl-4-hydroxybenzaldehyde (4.57 g, 30 mmoles) and potassium carbonate (21 g, 150 mmoles) in DMF (90 ml) and the resulting mixture was stirred vigorously at room temperature for 16 hours. The mixture was poured into water (0.3 L), added saturated sodium chloride (200 mL) and extracted with ethyl acetate (2×200 mL). The combined organic phases were washed with saturated sodium chloride (300 mL), dried over MgSO4 and evaporated... The reactants are N1C=NC=C1 (imidazole), C(=O)([O-])[O-].[Cs+].[Cs+] (Cs2CO3), COC=1C=C(CBr)C=CC1 (3-methoxybenzyl bromide). Conditions: temperature 5 celsius, time 1.5 hour. The product is COC=1C=C(CN2C=NC=C2)C=CC1 (1-(3-methoxy-benzyl)-1H-imidazole). The yield is 83.2%. RXN SMILES: [NH:1]1[CH:5]=[CH:4][N:3]=[CH:2]1.C([O-])([O-])=O.[Cs+].[Cs+].[CH3:12][O:13][C:14]1[CH:15]=[C:16]([CH:19]=[CH:20][CH:21]=1)[CH2:17]Br>>[CH3:12][O:13][C:14]1[CH:15]=[C:16]([CH:19]=[CH:20][CH:21]=1)[CH2:17][N:1]1[CH:5]=[CH:4][N:3]=[CH:2]1 |f:1.2.3|. Procedure: To a solution of imidazole (1.00 g, 14.69 mmol, 1 equivalent) and Cs2CO3 (5.93 g, 1.2 equivalents) was added 3-methoxybenzyl bromide (3.24 g, 1.1 equiv.) dropwise at 5° C. The mixture was stirred for 1.5 h at 5° C., filtered and concentrated under reduced pressure to give 1-(3-methoxy-benzyl)-1H-imidazole (2.30 g) as a pale yellow oil was directly used in the next step without further purification. The reactants are COC=1C=C(N)C=CC1C1=NC(=NO1)C (3-methoxy-4-(3-methyl-1,2,4-oxadiazol-5-yl)aniline), C(=S)(N1C(C=CC=C1)=O)N1C(C=CC=C1)=O (1,1′-thiocarbonyldipyridin-2(1H)-one), ( 1 ). The solvent is ClCCl (Dichloromethane). Conditions: time 24 hour. Product: N(=C=S)C1=CC(=C(C=C1)C1=NC(=NO1)C)OC (5-(4-isothiocyanato-2-methoxyphenyl)-3-methyl-1,2,4-oxadiazole). Yield: 88.5%. RXN SMILES: [CH3:1][O:2][C:3]1[CH:4]=[C:5]([CH:7]=[CH:8][C:9]=1[C:10]1[O:14][N:13]=[C:12]([CH3:15])[N:11]=1)[NH2:6].[C:16](N1C=CC=CC1=O)(N1C=CC=CC1=O)=[S:17]>ClCCl>[N:6]([C:5]1[CH:7]=[CH:8][C:9]([C:10]2[O:14][N:13]=[C:12]([CH3:15])[N:11]=2)=[C:3]([O:2][CH3:1])[CH:4]=1)=[C:16]=[S:17]. Reported procedure: Step I (1): Dichloromethane (50 mL) was added to a flask charged with 3-methoxy-4-(3-methyl-1,2,4-oxadiazol-5-yl)aniline (1.2 g, 5.85 mmol, N. Smith et. al PCT Publication WO 2003/077918) and 1,1′-thiocarbonyldipyridin-2(1H)-one (1.36 g, 5.85 mmol). The resulting mixture was stirred for 24 h at rt. The crude reaction mixture was concentrated and the crude products were purified using silica gel chromatography (20-50% EtOAc/hexane) linear gradient to afford 5-(4-isothiocyanato-2-methoxyphenyl)-3-... Starting materials: C(C)(=O)OC(C)=O (acetic anhydride), C(=O)C1=CNC2=CC=C(C=C12)C (3-formyl-5-methylindole), Cl.NO (hydroxylamine hydrochloride), C(C)(=O)[O-].[Na+] (sodium acetate), ice water. Solvent: C(C)(=O)O (acetic acid). Reaction conditions: time 2 hour. Yields the product C(#N)C1=CNC2=CC=C(C=C12)C (3-cyano-5-methylindole). Isolated yield 22.2%. Reaction SMILES: [CH:1]([C:3]1[C:11]2[C:6](=[CH:7][CH:8]=[C:9]([CH3:12])[CH:10]=2)[NH:5][CH:4]=1)=O.Cl.[NH2:14]O.C([O-])(=O)C.[Na+].C(OC(=O)C)(=O)C>C(O)(=O)C>[C:1]([C:3]1[C:11]2[C:6](=[CH:7][CH:8]=[C:9]([CH3:12])[CH:10]=2)[NH:5][CH:4]=1)#[N:14] |f:1.2,3.4|. Procedure: A mixture of 3-formyl-5-methylindole (0.50 g), hydroxylamine hydrochloride (0.44 g) and sodium acetate (0.52 g) in acetic acid (5 ml) was stirred for 2 hours, then acetic anhydride (2.5 ml) was added to the mixture and allowed to react under reflux for 0.5 hour. After cooling, the reaction mixture was poured into ice-water and extracted with ethyl acetate. After filtration of insoluble materials, the filtrate was washed with water and brine, dried over magnesium sulfate and evaporated under redu... Starting materials: C(C#C)(=O)OC (methyl propiolate), C(CCC)[Li] (n-butyllithium), C(=O)C=1C=C2CCCC2=CC1 (5-formylindane), [Cl-].[NH4+] (ammonium chloride). Run in O1CCCC1 (tetrahydrofuran), O1CCCC1 (tetrahydrofuran). Conditions: time 10 minute. The product is OC(C#CC(=O)OC)C=1C=C2CCCC2=CC1 (methyl 4-hydroxy-4-(5-indanyl)-2-butynoate). As a reaction SMILES: [C:1]([O:5][CH3:6])(=[O:4])[C:2]#[CH:3].C([Li])CCC.[CH:12]([C:14]1[CH:15]=[C:16]2[C:20](=[CH:21][CH:22]=1)[CH2:19][CH2:18][CH2:17]2)=[O:13].[Cl-].[NH4+]>O1CCCC1>[OH:13][CH:12]([C:14]1[CH:15]=[C:16]2[C:20](=[CH:21][CH:22]=1)[CH2:19][CH2:18][CH2:17]2)[C:3]#[C:2][C:1]([O:5][CH3:6])=[O:4] |f:3.4|. Procedure: A solution of 2.8 ml (32 mmol) of methyl propiolate in 60 ml of tetrahydrofuran was treated at -78° under argon with 20 ml of n-butyllithium (1.6M in hexane). The mixture was stirred at -78° for 10 minutes and then a solution of 4.7 g (32 mmol) of 5-formylindane in 80 ml of tetrahydrofuran was added within 15 minutes. The reaction mixture was stirred at -78° for a further 10 minutes, then brought to room temperature and treated with 60 ml of saturated ammonium chloride solution. The aqeuous phas...